Dataset: the Open Reaction Database (ORD), a public repository of structured organic reaction records. Task: describe an organic reaction: reactants, conditions, products, and yield The reactants are C1CCOC1, O=S(=O)(Cl)c1cc(Cl)cc(Cl)c1O, COC(=O)c1cccc(CNCc2ccc(F)cc2)n1. Product: COC(=O)c1cccc(CN(Cc2ccc(F)cc2)S(=O)(=O)c2cc(Cl)cc(Cl)c2O)n1. RXN SMILES: [CH2:34]1[O:35][CH2:36][CH2:37][CH2:38]1.[Cl:21][c:22]1[c:23]([OH:33])[c:24]([S:29](=[O:30])(=[O:31])[Cl:32])[cH:25][c:26]([Cl:28])[cH:27]1.[F:1][c:2]1[cH:3][cH:4][c:5]([CH2:6][NH:7][CH2:8][c:9]2[cH:10][cH:11][cH:12][c:13]([C:15](=[O:16])[O:17][CH3:18])[n:14]2)[cH:19][cH:20]1>>[F:1][c:2]1[cH:3][cH:4][c:5]([CH2:6][N:7]([CH2:8][c:9]2[cH:10][cH:11][cH:12][c:13]([C:15](=[O:16])[O:17][CH3:18])[n:14]2)[S:29]([c:24]2[c:23]([OH:33])[c:22]([Cl:21])[cH:27][c:26]([Cl:28])[cH:25]2)(=[O:30])=[O:31])[cH:19][cH:20]1. The reactants are O=C([O-])[O-], c1ccc2[nH]c(C3CC3)nc2c1, Cn1c(CN2CC(N3CCOCC3)C2)nc2c(N3CCOCC3)nc(Cl)nc21, [Cs+], [Cs+], C1COCCO1, O=C(C=Cc1ccccc1)C=Cc1ccccc1, O=C(C=Cc1ccccc1)C=Cc1ccccc1, O=C(C=Cc1ccccc1)C=Cc1ccccc1, [Pd], [Pd]. Yields the product Cn1c(CN2CC(N3CCOCC3)C2)nc2c(N3CCOCC3)nc(-n3c(C4CC4)nc4ccccc43)nc21. RXN SMILES: [C:41](=[O:42])([O-:43])[O-:44].[CH:29]1([c:32]2[nH:33][c:34]3[c:35]([n:36]2)[cH:37][cH:38][cH:39][cH:40]3)[CH2:30][CH2:31]1.[Cl:1][c:2]1[n:3][c:4]([N:23]2[CH2:24][CH2:25][O:26][CH2:27][CH2:28]2)[c:5]2[n:6][c:7]([CH2:12][N:13]3[CH2:14][CH:15]([N:17]4[CH2:18][CH2:19][O:20][CH2:21][CH2:22]4)[CH2:16]3)[n:8]([CH3:11])[c:9]2[n:10]1.[Cs+:45].[Cs+:46].[O:47]1[CH2:48][CH2:49][O:50][CH2:51][CH2:52]1.[O:55]=[C:56]([CH:57]=[CH:58][c:59]1[cH:60][cH:61][cH:62][cH:63][cH:64]1)[CH:65]=[CH:66][c:67]1[cH:68][cH:69][cH:70][cH:71][cH:72]1.[O:73]=[C:74]([CH:75]=[CH:76][c:77]1[cH:78][cH:79][cH:80][cH:81][cH:82]1)[CH:83]=[CH:84][c:85]1[cH:86][cH:87][cH:88][cH:89][cH:90]1.[O:91]=[C:92]([CH:93]=[CH:94][c:95]1[cH:96][cH:97][cH:98][cH:99][cH:100]1)[CH:101]=[CH:102][c:103]1[cH:104][cH:105][cH:106][cH:107][cH:108]1.[Pd:53].[Pd:54]>>[c:2]1(-[n:33]2[c:32]([CH:29]3[CH2:30][CH2:31]3)[n:36][c:35]3[c:34]2[cH:40][cH:39][cH:38][cH:37]3)[n:3][c:4]([N:23]2[CH2:24][CH2:25][O:26][CH2:27][CH2:28]2)[c:5]2[n:6][c:7]([CH2:12][N:13]3[CH2:14][CH:15]([N:17]4[CH2:18][CH2:19][O:20][CH2:21][CH2:22]4)[CH2:16]3)[n:8]([CH3:11])[c:9]2[n:10]1. Reactants: CCO, Cl, [Fe], Nc1ncc(F)cc1[N+](=O)[O-], O. The product is Nc1cc(F)cnc1N. As a reaction SMILES: [CH3:14][CH2:15][OH:16].[ClH:13].[Fe:17].[NH2:1][c:2]1[n:3][cH:4][c:5]([F:11])[cH:6][c:7]1[N+:8]([O-:9])=[O:10].[OH2:12]>>[NH2:1][c:2]1[n:3][cH:4][c:5]([F:11])[cH:6][c:7]1[NH2:8]. The reactants are [Li]CCCC, CN([SiH](C)C)[Si](C)(C)C, CCOCC, CCCCCC, Cl, N#Cc1ccccc1F, O. Product: N=C(N)c1ccccc1F. As a reaction SMILES: [CH2:10]([Li:11])[CH2:12][CH2:13][CH3:14].[CH3:1][SiH:2]([N:3]([CH3:5])[Si:6]([CH3:7])([CH3:8])[CH3:9])[CH3:4].[CH3:25][CH2:26][O:27][CH2:28][CH3:29].[CH3:30][CH2:31][CH2:32][CH2:33][CH2:34][CH3:35].[ClH:24].[F:15][c:16]1[c:17]([C:18]#[N:19])[cH:20][cH:21][cH:22][cH:23]1.[OH2:36]>>[NH:3]=[C:18]([c:17]1[c:16]([F:15])[cH:23][cH:22][cH:21][cH:20]1)[NH2:19]. Reactants: BrCC1=CC=C(C(=O)OC)C=C1 (Methyl 4-(bromomethyl)benzoate), 55A, P(=O)(OC(C)(C)C)(OC(C)(C)C)[O-].[K+] (potassium di-tert-butyl phosphate), [I-].[Na+] (sodium iodide). Run in CN(C)C=O (DMF), CCOCC (ether). Run at time 24 hour. Product: C(C)(C)(C)OP(=O)(OC(C)(C)C)OCC1=CC=C(C(=O)OC)C=C1 (Methyl 4-((di-tert-butoxyphosphoryloxy)methyl)benzoate). Reaction SMILES: Br[CH2:2][C:3]1[CH:12]=[CH:11][C:6]([C:7]([O:9][CH3:10])=[O:8])=[CH:5][CH:4]=1.[P:13]([O-:25])([O:20][C:21]([CH3:24])([CH3:23])[CH3:22])([O:15][C:16]([CH3:19])([CH3:18])[CH3:17])=[O:14].[K+].[I-].[Na+]>CN(C=O)C.CCOCC>[C:21]([O:20][P:13]([O:25][CH2:2][C:3]1[CH:12]=[CH:11][C:6]([C:7]([O:9][CH3:10])=[O:8])=[CH:5][CH:4]=1)([O:15][C:16]([CH3:19])([CH3:18])[CH3:17])=[O:14])([CH3:24])([CH3:23])[CH3:22] |f:1.2,3.4|. Procedure: Methyl 4-(bromomethyl)benzoate (1200 mg, 5.24 mmol), potassium di-tert-butyl phosphate (1431 mg, 5.76 mmol) and sodium iodide (785 mg, 5.24 mmol) were combined in DMF (3.00 mL) under nitrogen. The reaction mixture was stirred at room temperature for 24 h. The reaction mixture was diluted with ether, washed with 10% LiCl solution and brine, then dried (MgSO4), filtered and concentrated in vacuo. The residue was purified by silica gel chromatography (hexane/EtOAc) to provide Preparation 55A (571 m... Reactants: ClCCl, CN(C)S(=O)(=O)Cl, COc1ccccc1OCC(O)CO, O, c1ccncc1. The product is COc1ccccc1OCC(O)COS(=O)(=O)N(C)C. Reaction SMILES: [CH2:29]([Cl:30])[Cl:31].[CH3:1][N:2]([S:3](=[O:4])(=[O:5])[Cl:6])[CH3:7].[CH3:8][O:9][c:10]1[c:11]([O:12][CH2:13][CH:14]([CH2:15][OH:16])[OH:17])[cH:18][cH:19][cH:20][cH:21]1.[OH2:28].[cH:22]1[cH:23][cH:24][n:25][cH:26][cH:27]1>>[CH3:1][N:2]([S:3](=[O:4])(=[O:5])[O:16][CH2:15][CH:14]([CH2:13][O:12][c:11]1[c:10]([O:9][CH3:8])[cH:21][cH:20][cH:19][cH:18]1)[OH:17])[CH3:7]. The reactants are CC(C)(C)OC(=O)NC1(C2CNC(=O)C2)CC(OCc2ccccc2)C1, CN(C)C=O, ClCc1ccccc1, [H-], [Na+], C1CCOC1, O. The product is CC(C)(C)OC(=O)NC1(C2CC(=O)N(Cc3ccccc3)C2)CC(OCc2ccccc2)C1. RXN SMILES: [CH2:1]([c:2]1[cH:3][cH:4][cH:5][cH:6][cH:7]1)[O:8][CH:9]1[CH2:10][C:11]([NH:13][C:14](=[O:15])[O:16][C:17]([CH3:18])([CH3:19])[CH3:20])([CH:21]2[CH2:22][C:23](=[O:26])[NH:24][CH2:25]2)[CH2:12]1.[CH3:27][N:28]([CH3:29])[CH:30]=[O:31].[Cl:34][CH2:35][c:36]1[cH:37][cH:38][cH:39][cH:40][cH:41]1.[H-:32].[Na+:33].[O:43]1[CH2:44][CH2:45][CH2:46][CH2:47]1.[OH2:42]>>[CH2:1]([c:2]1[cH:3][cH:4][cH:5][cH:6][cH:7]1)[O:8][CH:9]1[CH2:10][C:11]([NH:13][C:14](=[O:15])[O:16][C:17]([CH3:18])([CH3:19])[CH3:20])([CH:21]2[CH2:22][C:23](=[O:26])[N:24]([CH2:35][c:36]3[cH:37][cH:38][cH:39][cH:40][cH:41]3)[CH2:25]2)[CH2:12]1. RXN SMILES: [BH4-:24].[CH3:1][O:2][c:3]1[cH:4][cH:5][c:6]([CH2:9][C:10]([CH3:11])=[O:12])[cH:7][cH:8]1.[Na+:25].[OH:13][CH:14]([CH2:15][NH2:16])[c:17]1[cH:18][c:19]([Cl:23])[cH:20][cH:21][cH:22]1>>[CH3:1][O:2][c:3]1[cH:4][cH:5][c:6]([CH2:9][CH:10]([CH3:11])[NH:16][CH2:15][CH:14]([OH:13])[c:17]2[cH:18][c:19]([Cl:23])[cH:20][cH:21][cH:22]2)[cH:7][cH:8]1. Product: COc1ccc(CC(C)NCC(O)c2cccc(Cl)c2)cc1. The reactants are [BH4-], COc1ccc(CC(C)=O)cc1, [Na+], NCC(O)c1cccc(Cl)c1.